Dataset: the Open Reaction Database (ORD), a public repository of structured organic reaction records. Task: describe an organic reaction: reactants, conditions, products, and yield Reactants: BrC1=CC2=C(CC3=C1C=CC=C3)C=CC=C2 (10-bromo-5H-dibenzo[a,d]cycloheptene), palladium(11)chloride bistriphenylphosphine, C1(=CC=CC=C1)P(C1=CC=CC=C1)C1=CC=CC=C1 (triphenyl phosphine), copper(11)acetate hydrate, C[Si](C)(C)C#C ((trimethylsilyl)acetylene). Run in C(C)(C)NC(C)C (diisopropyl amine). Product: C[Si](C)(C)C#CC1=CC2=C(CC3=C1C=CC=C3)C=CC=C2 (10-(trimethylsilyl)ethynyl-5H-dibenzo[a,d]cycloheptene). The yield is 53.6%. Reaction SMILES: Br[C:2]1[C:8]2[CH:9]=[CH:10][CH:11]=[CH:12][C:7]=2[CH2:6][C:5]2[CH:13]=[CH:14][CH:15]=[CH:16][C:4]=2[CH:3]=1.C1(P(C2C=CC=CC=2)C2C=CC=CC=2)C=CC=CC=1.[CH3:36][Si:37]([C:40]#[CH:41])([CH3:39])[CH3:38]>C(NC(C)C)(C)C>[CH3:36][Si:37]([C:40]#[C:41][C:2]1[C:8]2[CH:9]=[CH:10][CH:11]=[CH:12][C:7]=2[CH2:6][C:5]2[CH:13]=[CH:14][CH:15]=[CH:16][C:4]=2[CH:3]=1)([CH3:39])[CH3:38]. Reported procedure: To a stirred mixture of 10-bromo-5H-dibenzo[a,d]cycloheptene (9.70 g, 0.036 mol) (J. Med. Chem. 1995 38(4), 708-714), palladium(11)chloride bistriphenylphosphine (1.25 g, 0.018 mol), triphenyl phosphine (0.942 g, 0.0036 mol), copper(11)acetate hydrate (0.327 g, 0.002 mol) in 20 ml of diisopropyl amine was added (trimethylsilyl)acetylene (3.88 g, 0.040 mol) and refluxed for an hour. The resulting mixture was concentrated, diluted with hexane (25 ml) and filtered through a pad of silica gel. The f...